From a dataset of the Open Reaction Database (ORD), a public repository of structured organic reaction records. describe an organic reaction: reactants, conditions, products, and yield Reactants: BrC=1C=NC(=NC1)I (5-bromo-2-iodopyrimidine), FC=1C=C(C=CC1OC)B(O)O (3-fluoro-4-methoxyphenylboronic acid), C(=O)([O-])[O-].[Na+].[Na+] (Na2CO3). The reagents and catalysts are C1=CC=C(C=C1)P([C-]2C=CC=C2)C3=CC=CC=C3.C1=CC=C(C=C1)P([C-]2C=CC=C2)C3=CC=CC=C3.Cl[Pd]Cl.[Fe+2].C(Cl)Cl (Pd(dppf)Cl2 CH2Cl2). Solvent: O1CCOCC1 (dioxane), O (H2O). Conditions: time 20 hour. Yields the product BrC=1C=NC(=NC1)C1=CC(=C(C=C1)OC)F (5-bromo-2-(3-fluoro-4-methoxyphenyl)pyrimidine). As a reaction SMILES: [Br:1][C:2]1[CH:3]=[N:4][C:5](I)=[N:6][CH:7]=1.[F:9][C:10]1[CH:11]=[C:12](B(O)O)[CH:13]=[CH:14][C:15]=1[O:16][CH3:17].C([O-])([O-])=O.[Na+].[Na+]>O1CCOCC1.O.C1C=CC(P(C2C=CC=CC=2)[C-]2C=CC=C2)=CC=1.C1C=CC(P(C2C=CC=CC=2)[C-]2C=CC=C2)=CC=1.Cl[Pd]Cl.[Fe+2].C(Cl)Cl>[Br:1][C:2]1[CH:3]=[N:4][C:5]([C:12]2[CH:13]=[CH:14][C:15]([O:16][CH3:17])=[C:10]([F:9])[CH:11]=2)=[N:6][CH:7]=1 |f:2.3.4,7.8.9.10.11|. Procedure: To a mixture of 5-bromo-2-iodopyrimidine (3.0 g, 10 mmol) and 3-fluoro-4-methoxyphenylboronic acid (2.0 g, 12 mmol) in dioxane (15 mL) and H2O (5 mL) was added Pd(dppf)Cl2—CH2Cl2 (0.1 g, 0.12 mmol) and Na2CO3 (2.0 g, 19 mmol) under argon. The mixture was stirred at RT for 20 h and was further heated at 80° C. for 20 h. The mixture was cooled to RT and was extracted with EtOAc. The organic layer was washed with H2O, NH4Cl (sat), dried (Na2SO4), and concentrated. The crude residue was partitioned ... Reactants: ClC1=C(C(=NC2=NC=CC=C12)C1CC1)C (4-chloro-2-cyclopropyl-3-methyl-1,8-naphthyridine), CC1(CNC=2C1=NC=C(C2)N2CCOCC2)C (4-(3,3-dimethyl-2,3-dihydro-1H-pyrrolo[3,2-b]pyridin-6-yl)morpholine), CC(C)([O-])C.[Na+] (sodium tert-butoxide). The reagents and catalysts are CC(C)C1=CC(=C(C(=C1)C(C)C)C2=CC=CC=C2P(C3CCCCC3)C4CCCCC4)C(C)C.C1=CC=C([C-]=C1)CCN.Cl[Pd+] (XPhos precatalyst). Solvent: C1(=CC=CC=C1)C (toluene). The product is C1(CC1)C1=NC2=NC=CC=C2C(=C1C)N1CC(C2=NC=C(C=C21)N2CCOCC2)(C)C (2-cyclopropyl-4-(3,3-dimethyl-6-(4-morpholinyl)-2,3-dihydro-1H-pyrrolo[3,2-b]pyridin-1-yl)-3-methyl-1,8-naphthyridine). Reaction SMILES: Cl[C:2]1[C:11]2[C:6](=[N:7][CH:8]=[CH:9][CH:10]=2)[N:5]=[C:4]([CH:12]2[CH2:14][CH2:13]2)[C:3]=1[CH3:15].[CH3:16][C:17]1([CH3:32])[C:21]2=[N:22][CH:23]=[C:24]([N:26]3[CH2:31][CH2:30][O:29][CH2:28][CH2:27]3)[CH:25]=[C:20]2[NH:19][CH2:18]1.CC(C)([O-])C.[Na+]>CC(C1C=C(C(C)C)C(C2C(P(C3CCCCC3)C3CCCCC3)=CC=CC=2)=C(C(C)C)C=1)C.C1C=[C-]C(CCN)=CC=1.Cl[Pd+].C1(C)C=CC=CC=1>[CH:12]1([C:4]2[C:3]([CH3:15])=[C:2]([N:19]3[C:20]4[C:21](=[N:22][CH:23]=[C:24]([N:26]5[CH2:27][CH2:28][O:29][CH2:30][CH2:31]5)[CH:25]=4)[C:17]([CH3:32])([CH3:16])[CH2:18]3)[C:11]3[C:6](=[N:7][CH:8]=[CH:9][CH:10]=3)[N:5]=2)[CH2:14][CH2:13]1 |f:2.3,4.5.6|. Procedure details: Prepared according to procedure Y using 4-chloro-2-cyclopropyl-3-methyl-1,8-naphthyridine (40 mg, 0.183 mmol), 4-(3,3-dimethyl-2,3-dihydro-1H-pyrrolo[3,2-b]pyridin-6-yl)morpholine (42.7 mg, 0.183 mmol), XPhos precatalyst (13.52 mg, 0.018 mmol) and sodium tert-butoxide (35.2 mg, 0.366 mmol) by heating in toluene (4 mL) for 2 hours at 110° C. Purification by reverse phase HPLC (10 to 60% acetonitrile in water) gave 2-cyclopropyl-4-(3,3-dimethyl-6-(4-morpholinyl)-2,3-dihydro-1H-pyrrolo[3,2-b]pyridi... The reactants are C(C)N(CC#CCNC(C(C1=CC=CC=C1)(C1=CC=CC=C1)NC(C(F)(F)F)=O)=O)CC (N-(4-diethylamino-2-butynyl)-2-(2,2,2-trifluoroacetylamino)-2,2-diphenylacetamide). Run in CC(=O)C (acetone), Cl (hydrochloric acid). Product: C(C)N(CC#CCNC(C(C1=CC=CC=C1)(C1=CC=CC=C1)N)=O)CC (N-(4-diethylamino-2-butynyl)-2-amino-2,2-diphenylacetamide). Isolated yield 57.9%. As a reaction SMILES: [CH2:1]([N:3]([CH2:31][CH3:32])[CH2:4][C:5]#[C:6][CH2:7][NH:8][C:9](=[O:30])[C:10]([NH:23]C(=O)C(F)(F)F)([C:17]1[CH:22]=[CH:21][CH:20]=[CH:19][CH:18]=1)[C:11]1[CH:16]=[CH:15][CH:14]=[CH:13][CH:12]=1)[CH3:2]>CC(C)=O.Cl>[CH2:31]([N:3]([CH2:1][CH3:2])[CH2:4][C:5]#[C:6][CH2:7][NH:8][C:9](=[O:30])[C:10]([NH2:23])([C:17]1[CH:18]=[CH:19][CH:20]=[CH:21][CH:22]=1)[C:11]1[CH:12]=[CH:13][CH:14]=[CH:15][CH:16]=1)[CH3:32]. Procedure details: A mixture of N-(4-diethylamino-2-butynyl)-2-(2,2,2-trifluoroacetylamino)-2,2-diphenylacetamide (0.11 g) in acetone (2 ml) and 6N hydrochloric acid (1.0 ml) was refluxed for 24 hours. After being cooled, the solvent was evaporated in vacuo. The resulting solution was adjusted to pH 12 with aqueous solution of sodium hydroxide and the separated oil was extracted with ethyl acetate. The extract was washed with brine, dried over sodium sulfate and evaporated in vacuo. The residue was purified by col...